This data is from the Open Reaction Database (ORD), a public repository of structured organic reaction records. The task is: describe an organic reaction: reactants, conditions, products, and yield The reactants are COC1=CC=C(C=C1)CCN (2-(4-methoxyphenyl)ethylamine), CN1C(C=CC=2C(CCCC12)=O)=O (5,6,7,8-tetrahydro-1-methyl-5-oxo-2(1H)-quinolinone), C1(=CC=C(C=C1)S(=O)(=O)O)C (para-toluenesulfonic acid). Run in C1(=CC=CC=C1)C (toluene). Reaction conditions: time 39 hour. The product is COC1=CC=C(C=C1)CCNC1C=2C=CC(N(C2CCC1)C)=O (5,6,7,8-Tetrahydro-5-[[2-(4-methoxyphenyl)ethyl]amino]-1-methyl-2(1H)-quinolinone). Isolated yield 80.4%. RXN SMILES: [CH3:1][O:2][C:3]1[CH:8]=[CH:7][C:6]([CH2:9][CH2:10][NH2:11])=[CH:5][CH:4]=1.[CH3:12][N:13]1[C:22]2[CH2:21][CH2:20][CH2:19][C:18](=O)[C:17]=2[CH:16]=[CH:15][C:14]1=[O:24].C1(C)C=CC(S(O)(=O)=O)=CC=1>C1(C)C=CC=CC=1>[CH3:1][O:2][C:3]1[CH:8]=[CH:7][C:6]([CH2:9][CH2:10][NH:11][CH:18]2[CH2:19][CH2:20][CH2:21][C:22]3[N:13]([CH3:12])[C:14](=[O:24])[CH:15]=[CH:16][C:17]2=3)=[CH:5][CH:4]=1. Procedure details: A mixture of 2-(4-methoxyphenyl)ethylamine (5.6 g), 5,6,7,8-tetrahydro-1-methyl-5-oxo-2(1H)-quinolinone (5.5 g), and a catalytic amount of para-toluenesulfonic acid was heated in refluxing toluene (90 ml), with azeotropic removal of water, for 39 hrs. The solution was cooled and concentrated in vacuo. Sodium borohydride (1.1 g) was added to a solution of the residue in ethyl alcohol (90 ml), and the mixture was stirred at room temperature for 2 hrs. The mixture was concentrated in vacuo, the res... Starting materials: N1N=NN=C1 (tetrazole), Cl.ClC1=NC=C(C(=N1)NC1CC(NC(C1)(C)C)(C)C)F (2-chloro-5-fluoro-N-(2,2,6,6-tetramethylpiperidin-4-yl)pyrimidin-4-amine hydrochloride), C1(CC1)C=1C=C(C=C(C1F)N1N=NN=C1)N (3-cyclopropyl-4-fluoro-5-(1H-tetrazol-1-yl)benzenamine), PTSA monohydrate, CC(C)O (IPA). Conditions: temperature 70 celsius. Yields the product N.CO (NH3 MeOH), C1(CC1)C=1C=C(C=C(C1F)N1N=NN=C1)NC1=NC=C(C(=N1)NC1CC(NC(C1)(C)C)(C)C)F (N2-(3-Cyclopropyl-4-Fluoro-5-(1H-Tetrazol-1-yl)Phenyl)-5-Fluoro-N4-(2,2,6,6-Tetramethylpiperidin-4-yl)Pyrimidine-2,4-Diamine). The yield is 1.0%. As a reaction SMILES: Cl.Cl[C:3]1[N:8]=[C:7]([NH:9][CH:10]2[CH2:15][C:14]([CH3:17])([CH3:16])[NH:13][C:12]([CH3:19])([CH3:18])[CH2:11]2)[C:6]([F:20])=[CH:5][N:4]=1.[CH:21]1([C:24]2[CH:25]=[C:26]([NH2:36])[CH:27]=[C:28]([N:31]3[CH:35]=[N:34][N:33]=[N:32]3)[C:29]=2[F:30])[CH2:23][CH2:22]1.N1C=NN=N1.C[CH:43]([OH:45])C>>[NH3:4].[CH3:43][OH:45].[CH:21]1([C:24]2[CH:25]=[C:26]([NH:36][C:3]3[N:8]=[C:7]([NH:9][CH:10]4[CH2:15][C:14]([CH3:17])([CH3:16])[NH:13][C:12]([CH3:19])([CH3:18])[CH2:11]4)[C:6]([F:20])=[CH:5][N:4]=3)[CH:27]=[C:28]([N:31]3[CH:35]=[N:34][N:33]=[N:32]3)[C:29]=2[F:30])[CH2:23][CH2:22]1 |f:0.1,5.6|. Procedure: A mixture of 2-chloro-5-fluoro-N-(2,2,6,6-tetramethylpiperidin-4-yl)pyrimidin-4-amine hydrochloride (246 mg, 0.760 mmol, 1 equiv), 3-cyclopropyl-4-fluoro-5-(1H-tetrazol-1-yl)benzenamine (200 mg, 0.912 mmol, 1.2 equiv), and PTSA monohydrate (116 mg, 0.608 mmol, 0.8 equiv) in IPA (8 mL) were heated to 70° C. for 3 days. LCMS indicated 2-4% of the cleaved tetrazole product. After cooling to ambient temperature, the crude mixture was quenched with 2M NH3/MeOH followed by concentrating to dryness and... Reactants: CC(=O)O, CC1(C)CCC(Cl)(Cl)C(=O)NC1, [H][H]. Yields the product CC1(C)CCC(Cl)C(=O)NC1. RXN SMILES: [CH3:15][C:16](=[O:17])[OH:18].[Cl:1][C:2]1([Cl:12])[C:3](=[O:11])[NH:4][CH2:5][C:6]([CH3:9])([CH3:10])[CH2:7][CH2:8]1.[H:13][H:14]>>[Cl:1][CH:2]1[C:3](=[O:11])[NH:4][CH2:5][C:6]([CH3:9])([CH3:10])[CH2:7][CH2:8]1. Reactants: OC1=C(C(=O)C2=CC=CC=C2)C=CC(=C1OS(=O)(=O)C1=CC=CC=2C(C(C=CC12)=[N+]=[N-])=O)OS(=O)(=O)C1=CC=CC=2C(C(C=CC12)=[N+]=[N-])=O (2-hydroxy-3,4-bis(6-diazo-5,6-dihydro-5-oxo-1-naphthalenesulfonyloxy)benzophenone), OC1=C(C(=O)C2=CC=CC=C2)C=CC(=C1)OS(=O)(=O)C1=CC=CC=2C(C(C=CC12)=[N+]=[N-])=O (2-hydroxy-4-(6-diazo-5,6-dihydro-5-oxo-1-naphthalenesulfonyloxy)benzophenone), [N+](=[N-])=C1C(C=2C=CC=C(C2C=C1)S(=O)(=O)OC1=C(C(=O)C2=CC=CC=C2)C=CC(=C1)OS(=O)(=O)C1=CC=CC=2C(C(C=CC12)=[N+]=[N-])=O)=O (2,4-bis(6-diazo-5,6-dihydro-5-oxo-1-naphthalenesulfonyloxy)benzophenone), [N+](=[N-])=C1C(C=2C=CC=C(C2C=C1)S(=O)(=O)OC1=C(C(=O)C2=CC=CC=C2)C=CC(=C1OS(=O)(=O)C1=CC=CC=2C(C(C=CC12)=[N+]=[N-])=O)OS(=O)(=O)C1=CC=CC=2C(C(C=CC12)=[N+]=[N-])=O)=O (2,3,4-tris(6-diazo-5,6-dihydro-5-oxo-1-naphthalenesulfonyloxy)benzophenone), [N+](=[N-])=C1C(C=2C=CC=C(C2C=C1)S(=O)(=O)OC1=CC=C(C(=O)C2=CC=C(C=C2)OS(=O)(=O)C2=CC=CC=3C(C(C=CC23)=[N+]=[N-])=O)C=C1)=O (4,4'-bis(6-diazo-5,6-dihydro-5-oxo-1-naphthalenesulfonyloxy)benzophenone), BrC(COS(=O)(=O)C1=CC=CC=2C(C(C=CC12)=[N+]=[N-])=O)CBr (2,3-dibromo-1-(6-diazo-5,6-dihydro-5-oxo-1-naphthalenesulfonyloxy)propane). Yields the product OC1=C(C(=O)C2=CC=CC=C2)C=CC(=C1O)OS(=O)(=O)C1=CC=CC=2C(C(C=CC12)=[N+]=[N-])=O (2,3-dihydroxy-4-(6-diazo-5,6-dihydro-5-oxo-1-naphthalenesulfonyloxy)benzophenone). Reaction SMILES: [OH:1][C:2]1[C:15]([O:16]S(C2C3C=CC(=[N+]=[N-])C(=O)C=3C=CC=2)(=O)=O)=[C:14]([O:33][S:34]([C:37]2[C:46]3[CH:45]=[CH:44][C:43](=[N+:47]=[N-:48])[C:42](=[O:49])[C:41]=3[CH:40]=[CH:39][CH:38]=2)(=[O:36])=[O:35])[CH:13]=[CH:12][C:3]=1[C:4]([C:6]1[CH:11]=[CH:10][CH:9]=[CH:8][CH:7]=1)=[O:5].[N+](=C1C=CC2C(S(OC3C(OS(C4C5C=CC(=[N+]=[N-])C(=O)C=5C=CC=4)(=O)=O)=C(OS(C4C5C=CC(=[N+]=[N-])C(=O)C=5C=CC=4)(=O)=O)C=CC=3C(C3C=CC=CC=3)=O)(=O)=O)=CC=CC=2C1=O)=[N-].[N+](=C1C=CC2C(S(OC3C=CC(C(C4C=CC(OS(C5C6C=CC(=[N+]=[N-])C(=O)C=6C=CC=5)(=O)=O)=CC=4)=O)=CC=3)(=O)=O)=CC=CC=2C1=O)=[N-].OC1C=C(OS(C2C3C=CC(=[N+]=[N-])C(=O)C=3C=CC=2)(=O)=O)C=CC=1C(C1C=CC=CC=1)=O.[N+](=C1C=CC2C(S(OC3C=C(OS(C4C5C=CC(=[N+]=[N-])C(=O)C=5C=CC=4)(=O)=O)C=CC=3C(C3C=CC=CC=3)=O)(=O)=O)=CC=CC=2C1=O)=[N-].BrC(CBr)COS(C1C2C=CC(=[N+]=[N-])C(=O)C=2C=CC=1)(=O)=O>>[OH:1][C:2]1[C:15]([OH:16])=[C:14]([O:33][S:34]([C:37]2[C:46]3[CH:45]=[CH:44][C:43](=[N+:47]=[N-:48])[C:42](=[O:49])[C:41]=3[CH:40]=[CH:39][CH:38]=2)(=[O:36])=[O:35])[CH:13]=[CH:12][C:3]=1[C:4]([C:6]1[CH:11]=[CH:10][CH:9]=[CH:8][CH:7]=1)=[O:5]. Procedure: 2-hydroxy-3,4-bis(6-diazo-5,6-dihydro-5-oxo-1-naphthalenesulfonyloxy)benzophenone (1); 2,3,4-tris(6-diazo-5,6-dihydro-5-oxo-1-naphthalenesulfonyloxy)benzophenone (11); 4,4'-bis(6-diazo-5,6-dihydro-5-oxo-1-naphthalenesulfonyloxy)benzophenone (12); 2-hydroxy-4-(6-diazo-5,6-dihydro-5-oxo-1-naphthalenesulfonyloxy)benzophenone (2); 2,4-bis(6-diazo-5,6-dihydro-5-oxo-1-naphthalenesulfonyloxy)benzophenone (15); or 2,3-dibromo-1-(6-diazo-5,6-dihydro-5-oxo-1-naphthalenesulfonyloxy)propane (17). Reactants: C1(=CC=CC=C1)C1=CC=C(C=N1)CCN (2-(6-phenylpyrid-3-yl)ethanamine), C1(=CC=CC=C1)OC(=O)OCC(=O)OCC (ethyl [(phenyloxycarbonyl)oxy]acetate). Solvent: C1(=CC=CC=C1)C (toluene). Yields the product C1(=CC=CC=C1)C1=CC=C(C=N1)CCNC(=O)OCC(=O)OCC (ethyl ({[2-(6-phenylpyrid-3-yl)ethyl]amino}carbonyl)oxyacetate). RXN SMILES: [C:1]1([C:7]2[N:12]=[CH:11][C:10]([CH2:13][CH2:14][NH2:15])=[CH:9][CH:8]=2)[CH:6]=[CH:5][CH:4]=[CH:3][CH:2]=1.C1([O:22][C:23]([O:25][CH2:26][C:27]([O:29][CH2:30][CH3:31])=[O:28])=O)C=CC=CC=1>C1(C)C=CC=CC=1>[C:1]1([C:7]2[N:12]=[CH:11][C:10]([CH2:13][CH2:14][NH:15][C:23]([O:25][CH2:26][C:27]([O:29][CH2:30][CH3:31])=[O:28])=[O:22])=[CH:9][CH:8]=2)[CH:6]=[CH:5][CH:4]=[CH:3][CH:2]=1. Reported procedure: A solution of 0.85 g (4.29 mmol) of 2-(6-phenylpyrid-3-yl)ethanamine, prepared in stage 1.2., and of 1.25 g (5.58 mmol) of ethyl [(phenyloxycarbonyl)oxy]acetate (J. Med. Chem., 1999, 42, 277-290) in 40 ml of toluene is heated at 60° C. for 12 hours. The mixture is allowed to return to ambient temperature, the insoluble material is separated by filtration and the filtrate is concentrated under reduced pressure. The residue thus obtained is purifed by chromatography on silica gel, elution being ca... The reactants are fumarate salt, Intermediate A5, C(=O)(O)[O-].[Na+] (NaHCO3), C1(CCC=2CCCC12)CC=1N=CNC1 (4-(1,2,3,4,5,6-hexahydro-pentalen-1-ylmethyl)-1H-imidazole), ClC(=O)OC1=CC=CC=C1 (Phenyl chloroformate). The solvent is C1CCOC1 (THF), O (water), O (water). Conditions: time 1 hour. Yields the product solid, C1(CCC=2CCCC12)CC=1NC(NC1)=O (4-(1,2,3,4,5,6-Hexahydro-pentalen-1-ylmethyl)-1,3-dihydro-imidazol-2-one). The yield is 50.0%. Reaction SMILES: [CH:1]1([CH2:9][C:10]2[N:11]=[CH:12][NH:13][CH:14]=2)[C:8]2[CH2:7][CH2:6][CH2:5][C:4]=2[CH2:3][CH2:2]1.C([O-])(O)=[O:16].[Na+].ClC(OC1C=CC=CC=1)=O>C1COCC1.O>[CH:1]1([CH2:9][C:10]2[NH:11][C:12](=[O:16])[NH:13][CH:14]=2)[C:8]2[CH2:7][CH2:6][CH2:5][C:4]=2[CH2:3][CH2:2]1 |f:1.2|. Procedure details: A solution of 4-(1,2,3,4,5,6-hexahydro-pentalen-1-ylmethyl)-1H-imidazole; fumarate salt (Intermediate A5 as described in Example A, 340 mg, 1.81 mmol) in THF (15 mL) and water (15 mL) was treated with NaHCO3 (1.52 g, 18 mmol) at rt for 30 m. Phenyl chloroformate (600 mL, 4.7 mmol) was added and stirring was continued for 1 h at 65° C. The mixture was diluted with water (30 mL) and extracted with EtOAc (3×30 mL). The organic portions were combined and freed of solvent. The residue was dissolved i... Reactants: [Cl-].[NH4+] (ammonium chloride), C(#N)C1=C(C=CC=C1)C=1C=C2C=CNC2=CC1 (5-(2-Cyanophenyl)indole), C(C1=CC=CC=C1)Br (Benzyl bromide), C(C)[Mg]Br (Ethyl magnesium bromide). Solvent: C(C)(=O)OCC (ethyl acetate), C1CCOC1 (THF). Reaction conditions: temperature 0 celsius. Yields the product C(C1=CC=CC=C1)C1=CNC2=CC=C(C=C12)C1=C(C=CC=C1)C#N (3-benzyl-5-(2-cyanophenyl)indole). Isolated yield 32.3%. RXN SMILES: [C:1]([C:3]1[CH:8]=[CH:7][CH:6]=[CH:5][C:4]=1[C:9]1[CH:10]=[C:11]2[C:15](=[CH:16][CH:17]=1)[NH:14][CH:13]=[CH:12]2)#[N:2].C([Mg]Br)C.[CH2:22](Br)[C:23]1[CH:28]=[CH:27][CH:26]=[CH:25][CH:24]=1.[Cl-].[NH4+]>C1COCC1.C(OCC)(=O)C>[CH2:22]([C:12]1[C:11]2[C:15](=[CH:16][CH:17]=[C:9]([C:4]3[CH:5]=[CH:6][CH:7]=[CH:8][C:3]=3[C:1]#[N:2])[CH:10]=2)[NH:14][CH:13]=1)[C:23]1[CH:28]=[CH:27][CH:26]=[CH:25][CH:24]=1 |f:3.4|. Procedure: 5-(2-Cyanophenyl)indole (2.3 mmole, 0.50 g) was dissolved in 3 ml THF, cooled to 0° C. Ethyl magnesium bromide (2.41 mmoles, 1.21 ml of 2.0M solution in ether) was added dropwise. Benzyl bromide (94.6 mole, 0.80 g) was added dropwise to the solution. The reaction was refluxed for 24 hours and poured into aqueous ammonium chloride and ethyl acetate. The organic phase was washed with water, dried over sodium sulfate, and concentrated. The intermediate was chromatographed over silica gel eluted wit...